From a dataset of the Open Reaction Database (ORD), a public repository of structured organic reaction records. describe an organic reaction: reactants, conditions, products, and yield Reactants: CC(OC1CCC(COS(C)(=O)=O)C(COS(C)(=O)=O)C1c1ccc(F)cc1)c1cc(C(F)(F)F)cc(C(F)(F)F)c1, CCO, NCc1ccccc1. Yields the product CC(OC1CCC2CN(Cc3ccccc3)CC2C1c1ccc(F)cc1)c1cc(C(F)(F)F)cc(C(F)(F)F)c1. Reaction SMILES: [CH3:1][S:2]([O:3][CH2:6][CH:7]1[CH:8]([CH2:37][O:4][S:5]([CH3:38])(=[O:39])=[O:40])[CH:9]([c:30]2[cH:31][cH:32][c:33]([F:36])[cH:34][cH:35]2)[CH:10]([O:13][CH:14]([CH3:15])[c:16]2[cH:17][c:18]([C:26]([F:27])([F:28])[F:29])[cH:19][c:20]([C:22]([F:23])([F:24])[F:25])[cH:21]2)[CH2:11][CH2:12]1)(=[O:41])=[O:42].[CH3:51][CH2:52][OH:53].[NH2:43][CH2:44][c:45]1[cH:46][cH:47][cH:48][cH:49][cH:50]1>>[CH2:6]1[CH:7]2[CH:8]([CH:9]([c:30]3[cH:31][cH:32][c:33]([F:36])[cH:34][cH:35]3)[CH:10]([O:13][CH:14]([CH3:15])[c:16]3[cH:17][c:18]([C:26]([F:27])([F:28])[F:29])[cH:19][c:20]([C:22]([F:23])([F:24])[F:25])[cH:21]3)[CH2:11][CH2:12]2)[CH2:37][N:43]1[CH2:44][c:45]1[cH:46][cH:47][cH:48][cH:49][cH:50]1.